From a dataset of the Open Reaction Database (ORD), a public repository of structured organic reaction records. describe an organic reaction: reactants, conditions, products, and yield Starting materials: CC1CNCCC1N1CCCC1, Cc1nn(-c2cccc(C(F)(F)F)c2)c(C2CC2)c1C(=O)O, Cl, Cl. Yields the product Cc1nn(-c2cccc(C(F)(F)F)c2)c(C2CC2)c1C(=O)N1CCC(N2CCCC2)C(C)C1. As a reaction SMILES: [CH3:25][CH:26]1[CH2:27][NH:28][CH2:29][CH2:30][CH:31]1[N:32]1[CH2:33][CH2:34][CH2:35][CH2:36]1.[CH:1]1([c:4]2[c:5]([C:20](=[O:21])[OH:22])[c:6]([CH3:19])[n:7][n:8]2-[c:9]2[cH:10][c:11]([C:15]([F:16])([F:17])[F:18])[cH:12][cH:13][cH:14]2)[CH2:2][CH2:3]1.[ClH:23].[ClH:24]>>[CH:1]1([c:4]2[c:5]([C:20](=[O:21])[N:28]3[CH2:27][CH:26]([CH3:25])[CH:31]([N:32]4[CH2:33][CH2:34][CH2:35][CH2:36]4)[CH2:30][CH2:29]3)[c:6]([CH3:19])[n:7][n:8]2-[c:9]2[cH:10][c:11]([C:15]([F:16])([F:17])[F:18])[cH:12][cH:13][cH:14]2)[CH2:2][CH2:3]1.